Task: describe an organic reaction: reactants, conditions, products, and yield. Dataset: the Open Reaction Database (ORD), a public repository of structured organic reaction records The reactants are BrCCC1=CC=C(C=C1)C=1C=C(C(=O)OC)C=C(N1)Cl (methyl 2-(4-(bromoethyl)phenyl)-6-chloroisonicotinate), CNC (dimethylamine). Run in C1CCOC1 (THF). Run at time 8 hour. The product is ClC=1C=C(C(=O)OC)C=C(N1)C1=CC=C(C=C1)CN(C)C (methyl 2-chloro-6-(4-((dimethylamino)methyl)phenyl)isonicotinate). As a reaction SMILES: BrC[CH2:3][C:4]1[CH:9]=[CH:8][C:7]([C:10]2[CH:11]=[C:12]([CH:17]=[C:18]([Cl:20])[N:19]=2)[C:13]([O:15][CH3:16])=[O:14])=[CH:6][CH:5]=1.[CH3:21][NH:22][CH3:23]>C1COCC1>[Cl:20][C:18]1[CH:17]=[C:12]([CH:11]=[C:10]([C:7]2[CH:8]=[CH:9][C:4]([CH2:3][N:22]([CH3:23])[CH3:21])=[CH:5][CH:6]=2)[N:19]=1)[C:13]([O:15][CH3:16])=[O:14]. Procedure: To a solution of methyl 2-(4-(bromoethyl)phenyl)-6-chloroisonicotinate (0.533 g, 1.56 mmol) in THF, dimethylamine (7.8 mL, 2M solution in THF) was added and reaction mass soared at rt for overnight. On completion, reaction mass concentrated and crude obtained was purified by column chromatography over silica gel obtaining pure methyl 2-chloro-6-(4-((dimethylamino)methyl)phenyl)isonicotinate (0.48 g, 99%). Starting materials: C(#N)C(C(=O)OC)=C(SC)SC (2-cyano-3,3-bis(methylthio)-2-propenoic acid, methyl ester), C(C=C)N ((2-propenyl)amine). Solvent: C(OC)COC (dimethoxyethane). Yields the product C(#N)C(C(=O)OC)=C(NCC=C)SC (2-cyano-3-methylthio-3-(2-propenyl)amino-2-propenoic acid, methyl ester). Yield: 101.5%. RXN SMILES: [C:1]([C:3](=[C:8](SC)[S:9][CH3:10])[C:4]([O:6][CH3:7])=[O:5])#[N:2].[CH2:13]([NH2:16])[CH:14]=[CH2:15]>C(COC)OC>[C:1]([C:3](=[C:8]([S:9][CH3:10])[NH:16][CH2:13][CH:14]=[CH2:15])[C:4]([O:6][CH3:7])=[O:5])#[N:2]. Procedure: To a suspension of 2-cyano-3,3-bis(methylthio)-2-propenoic acid, methyl ester (8.12 g) in dimethoxyethane (13 mL) was added (2-propenyl)amine (2.51 g). The mixture dissolved. After about 15 min the solvent was evaporated under nitrogen and the solid residue was filtered with diethyl ether to give 2-cyano-3-methylthio-3-(2-propenyl)amino-2-propenoic acid, methyl ester (8.61 g). Starting materials: C(C)(=O)OCC (ethyl acetate), C([O-])([O-])=O.[Cs+].[Cs+] (cesium carbonate), C(C)(C)(C)OC(CBr)=O (tert.-butylbromoacetate), C(C=C)C1=C2C(=NC=C1O)N(C=C2)CC2=C(N=C(S2)C2=CC=C(C=C2)C(F)(F)F)CCCC (4-Allyl-1-[4-butyl-2-(4-trifluoromethyl-phenyl)-thiazol-5-ylmethyl]-1H-pyrrolo[2,3- b]pyridin-5-ol). Solvent: CN(C=O)C (dimethylformamide). Run at time 3 hour. Yields the product C(CCC)C=1N=C(SC1CN1C=CC=2C1=NC=C(C2CCC)OCC(=O)O)C2=CC=C(C=C2)C(F)(F)F ({1-[4-Butyl-2-(4-trifluoromethyl-phenyl)-thiazol-5-ylmethyl]-4-propyl-1H-pyrrolo[2,3-b]pyridin-5-yloxy}-acetic acid). The yield is 44.4%. As a reaction SMILES: [CH2:1]([C:4]1[C:9]([OH:10])=[CH:8][N:7]=[C:6]2[N:11]([CH2:14][C:15]3[S:19][C:18]([C:20]4[CH:25]=[CH:24][C:23]([C:26]([F:29])([F:28])[F:27])=[CH:22][CH:21]=4)=[N:17][C:16]=3[CH2:30][CH2:31][CH2:32][CH3:33])[CH:12]=[CH:13][C:5]=12)[CH:2]=[CH2:3].C(=O)([O-])[O-].[Cs+].[Cs+].C([O:44][C:45](=[O:48])[CH2:46]Br)(C)(C)C.C(OCC)(=O)C>CN(C)C=O>[CH2:30]([C:16]1[N:17]=[C:18]([C:20]2[CH:25]=[CH:24][C:23]([C:26]([F:28])([F:27])[F:29])=[CH:22][CH:21]=2)[S:19][C:15]=1[CH2:14][N:11]1[C:6]2=[N:7][CH:8]=[C:9]([O:10][CH2:46][C:45]([OH:48])=[O:44])[C:4]([CH2:1][CH2:2][CH3:3])=[C:5]2[CH:13]=[CH:12]1)[CH2:31][CH2:32][CH3:33] |f:1.2.3|. Procedure details: 140 mg 4-Allyl-1-[4-butyl-2-(4-trifluoromethyl-phenyl)-thiazol-5-ylmethyl]-1H-pyrrolo[2,3- b]pyridin-5-ol were dissolved in 10 ml dimethylformamide and 195 mg cesium carbonate and 116 mg tert.-butylbromoacetate were added. The reaction mixture was stirred at room temperature for two hours when 100 ml ethyl acetate were added and the mixture was washed five times with portions of 20 ml of water The organic layer was dried over MgSO4 and the solvent removed under reduced pressure. The residue was ... Reactants: C(C)OCC (diethyl ether), NC1=CC=C(OC2=CC3=C(NC(=N3)NC(OC)=O)C=C2)C=C1 (methyl (5-(4aminophenoxy)-1H-benzimidazol-2-yl)carbamate), NC1=CC=C(OC2=CC3=C(NC(=N3)NC(OC)=O)C=C2)C=C1 (methyl (5-(4aminophenoxy)-1H-benzimidazol-2-yl)carbamate), ClC=1C=C(C=CC1)N=C=O (3-chlorophenylisocyanate). The solvent is C1CCOC1 (THF). Reaction conditions: temperature 45 celsius. Product: ClC=1C=C(C=CC1)NC(=O)NC1=CC=C(OC2=CC3=C(NC(=N3)NC(OC)=O)C=C2)C=C1 (Methyl N-(5-(4-((3-chlorophenyl) aminocarbonylamino) phenoxy)-1H-benzimidazol-2-yl)carbamate). The yield is 68.0%. RXN SMILES: [NH2:1][C:2]1[CH:22]=[CH:21][C:5]([O:6][C:7]2[CH:20]=[CH:19][C:10]3[NH:11][C:12]([NH:14][C:15](=[O:18])[O:16][CH3:17])=[N:13][C:9]=3[CH:8]=2)=[CH:4][CH:3]=1.[Cl:23][C:24]1[CH:25]=[C:26]([N:30]=[C:31]=[O:32])[CH:27]=[CH:28][CH:29]=1.C(OCC)C>C1COCC1>[Cl:23][C:24]1[CH:25]=[C:26]([NH:30][C:31]([NH:1][C:2]2[CH:22]=[CH:21][C:5]([O:6][C:7]3[CH:20]=[CH:19][C:10]4[NH:11][C:12]([NH:14][C:15](=[O:18])[O:16][CH3:17])=[N:13][C:9]=4[CH:8]=3)=[CH:4][CH:3]=2)=[O:32])[CH:27]=[CH:28][CH:29]=1. Procedure: A mixture of methyl (5-(4aminophenoxy)-1H-benzimidazol-2-yl)carbamate (Intermediate 3) (80 mg, 0.27 mmol) and 3-chlorophenylisocyanate (49 mg, 0.32 mmol) in dry THF (2 ml) was heated to 45° C. overnight. After cooling, diethyl ether was added to form a precipitate. The solid was collected by filtration to provide the title compound (83 mg, 69%): 1H NMR (DMSO-d6) δ 11.60 (brs, 2H), 9.00 (s, 1H), 8.83 (s, 1H), 7.70 (m, 1H), 7.42 (d, 2H), 7.38 (d, 1H), 7.32–7.24 (m, 2H), 7.01 (m, 2H), 6.93 (d, 2H),...